This data is from the Open Reaction Database (ORD), a public repository of structured organic reaction records. The task is: describe an organic reaction: reactants, conditions, products, and yield Reactants: CC(C)(C)N, CO, Clc1ccc(-c2ccccc2OCC2CO2)nn1. The product is CC(C)(C)NCC(O)COc1ccccc1-c1ccc(Cl)nn1. RXN SMILES: [C:19]([CH3:20])([CH3:21])([CH3:22])[NH2:23].[CH3:24][OH:25].[Cl:1][c:2]1[n:3][n:4][c:5](-[c:8]2[c:9]([O:14][CH2:15][CH:16]3[CH2:17][O:18]3)[cH:10][cH:11][cH:12][cH:13]2)[cH:6][cH:7]1>>[Cl:1][c:2]1[n:3][n:4][c:5](-[c:8]2[c:9]([O:14][CH2:15][CH:16]([CH2:17][NH:23][C:19]([CH3:20])([CH3:21])[CH3:22])[OH:18])[cH:10][cH:11][cH:12][cH:13]2)[cH:6][cH:7]1. The reactants are CC(=O)O, Cl[Cu], CC(C)c1cc(N)ccc1Cl, Cl, O=N[O-], [Na+], O=S=O, O. The product is CC(C)c1cc(S(=O)(=O)Cl)ccc1Cl. As a reaction SMILES: [CH3:20][C:21](=[O:22])[OH:23].[Cl:25][Cu:26].[Cl:4][c:5]1[c:6]([CH:12]([CH3:13])[CH3:14])[cH:7][c:8]([NH2:11])[cH:9][cH:10]1.[ClH:19].[N:15]([O-:16])=[O:17].[Na+:18].[O:1]=[S:2]=[O:3].[OH2:24]>>[O:1]=[S:2](=[O:3])([c:8]1[cH:7][c:6]([CH:12]([CH3:13])[CH3:14])[c:5]([Cl:4])[cH:10][cH:9]1)[Cl:19].